Dataset: the Open Reaction Database (ORD), a public repository of structured organic reaction records. Task: describe an organic reaction: reactants, conditions, products, and yield Reactants: N(=C=O)C (isocyanatomethane), NC1=CC=C(C=C1)CCN1CCC(CC1)NC1=NC2=C(N1CC1=CC=C(C=C1)F)C=CC=C2 (N-[1-[2-(4-aminophenyl)ethyl]-4-piperidinyl]-1-(4-fluorophenylmethyl)-1H-benzimidazol-2-amine). The solvent is O1CCCC1 (tetrahydrofuran). Conditions: time 3 hour. Product: FC1=CC=C(C=C1)CN1C(=NC2=C1C=CC=C2)NC2CCN(CC2)CCC2=CC=C(C=C2)NC(=O)NC (N-[4-[2-[4-[[1-[(4-fluorophenyl)methyl]-1H-benzimidazol-2-yl]amino]-1-piperidinyl]ethyl]phenyl]-N'methylurea). The yield is 39.9%. RXN SMILES: [N:1]([CH3:4])=[C:2]=[O:3].[NH2:5][C:6]1[CH:11]=[CH:10][C:9]([CH2:12][CH2:13][N:14]2[CH2:19][CH2:18][CH:17]([NH:20][C:21]3[N:25]([CH2:26][C:27]4[CH:32]=[CH:31][C:30]([F:33])=[CH:29][CH:28]=4)[C:24]4[CH:34]=[CH:35][CH:36]=[CH:37][C:23]=4[N:22]=3)[CH2:16][CH2:15]2)=[CH:8][CH:7]=1>O1CCCC1>[F:33][C:30]1[CH:29]=[CH:28][C:27]([CH2:26][N:25]2[C:24]3[CH:34]=[CH:35][CH:36]=[CH:37][C:23]=3[N:22]=[C:21]2[NH:20][CH:17]2[CH2:16][CH2:15][N:14]([CH2:13][CH2:12][C:9]3[CH:10]=[CH:11][C:6]([NH:5][C:2]([NH:1][CH3:4])=[O:3])=[CH:7][CH:8]=3)[CH2:19][CH2:18]2)=[CH:32][CH:31]=1. Procedure: A mixture of 0.6 parts of isocyanatomethane, 4.43 parts of N-[1-[2-(4-aminophenyl)ethyl]-4-piperidinyl]-1-(4-fluorophenylmethyl)-1H-benzimidazol-2-amine and 135 parts of tetrahydrofuran was stirred for 3 hours at room temperature. The precipitated product was filtered off and crystallized from acetonitrile, yielding 2 parts (39.9%) of N-[4-[2-[4-[[1-[(4-fluorophenyl)methyl]-1H-benzimidazol-2-yl]amino]-1-piperidinyl]ethyl]phenyl]-N'methylurea; mp. +300° C. (compound 57). Run at temperature 60 celsius, time 30 minute. As a reaction SMILES: [O:1]=[C:2]1[CH:11]([NH:12]C(=O)OC(C)(C)C)[CH2:10][C:9]2[C:4](=[C:5]([N:20]3[CH2:24][CH2:23][CH2:22][C:21]3=[O:25])[CH:6]=[CH:7][CH:8]=2)[N:3]1[CH2:26][C:27]1[CH:31]=[CH:30][S:29][CH:28]=1.Cl.[OH-].[Na+]>C(O)C>[NH2:12][CH:11]1[CH2:10][C:9]2[C:4](=[C:5]([N:20]3[CH2:24][CH2:23][CH2:22][C:21]3=[O:25])[CH:6]=[CH:7][CH:8]=2)[N:3]([CH2:26][C:27]2[CH:31]=[CH:30][S:29][CH:28]=2)[C:2]1=[O:1] |f:2.3|. The reactants are O=C1N(C2=C(C=CC=C2CC1NC(OC(C)(C)C)=O)N1C(CCC1)=O)CC1=CSC=C1 (tert-Butyl 2-oxo-8-(2-oxopyrrolidin-1-yl)-1-(thiophen-3-ylmethyl)-1,2,3,4-tetrahydroquinolin-3-ylcarbamate), Cl (hydrochloric acid), [OH-].[Na+] (sodium hydroxide). Solvent: C(C)O (ethanol). Yields the product NC1C(N(C2=C(C=CC=C2C1)N1C(CCC1)=O)CC1=CSC=C1)=O (3-amino-8-(2-oxopyrrolidin-1-yl)-1-(thiophen-3-ylmethyl)-3,4-dihydroquinolin-2(1H)-one). Procedure details: tert-Butyl 2-oxo-8-(2-oxopyrrolidin-1-yl)-1-(thiophen-3-ylmethyl)-1,2,3,4-tetrahydroquinolin-3-ylcarbamate (399 g) was suspended in ethanol (2 L), and concentrated hydrochloric acid (555 mL) was added to the suspension, followed by stirring at 60° C. for 30 minutes. The reaction mixture was neutralized with 25% aqueous sodium hydroxide solution under cooling on ice. The resultant mixture was partitioned between chloroform and water, and the aqueous layer was extracted with chloroform. The organi... The reactants are C([O-])([O-])=O.[Na+].[Na+] (sodium carbonate), ClC=1C=C2C(=CNC2=CC1)CCNC(C1=CC(=CC=C1)I)=O (N-(2-(5-chloro-1H-indol-3-yl)ethyl)-3-iodobenzamide), COC=1C=C(C=CC1)B(O)O (3-methoxyphenylboronic acid). Reagents/catalysts: C=1C=CC(=CC1)[P](C=2C=CC=CC2)(C=3C=CC=CC3)[Pd]([P](C=4C=CC=CC4)(C=5C=CC=CC5)C=6C=CC=CC6)([P](C=7C=CC=CC7)(C=8C=CC=CC8)C=9C=CC=CC9)[P](C=1C=CC=CC1)(C=1C=CC=CC1)C=1C=CC=CC1 (tetrakis(triphenylphosphine)palladium). Solvent: C(OC)COC (dimethoxyethane), O (water). Product: eluent, ClC=1C=C2C(=CNC2=CC1)CCNC(=O)C=1C=C(C=CC1)C1=CC(=CC=C1)OC (N-(2-(5-chloro-1H-indol-3-yl)ethyl)-3′-methoxybiphenyl-3-carboxamide). The yield is 87.0%. Reaction SMILES: [Cl:1][C:2]1[CH:3]=[C:4]2[C:8](=[CH:9][CH:10]=1)[NH:7][CH:6]=[C:5]2[CH2:11][CH2:12][NH:13][C:14](=[O:22])[C:15]1[CH:20]=[CH:19][CH:18]=[C:17](I)[CH:16]=1.[CH3:23][O:24][C:25]1[CH:26]=[C:27](B(O)O)[CH:28]=[CH:29][CH:30]=1.C(=O)([O-])[O-].[Na+].[Na+]>C(COC)OC.O.C1C=CC([P]([Pd]([P](C2C=CC=CC=2)(C2C=CC=CC=2)C2C=CC=CC=2)([P](C2C=CC=CC=2)(C2C=CC=CC=2)C2C=CC=CC=2)[P](C2C=CC=CC=2)(C2C=CC=CC=2)C2C=CC=CC=2)(C2C=CC=CC=2)C2C=CC=CC=2)=CC=1>[Cl:1][C:2]1[CH:3]=[C:4]2[C:8](=[CH:9][CH:10]=1)[NH:7][CH:6]=[C:5]2[CH2:11][CH2:12][NH:13][C:14]([C:15]1[CH:16]=[C:17]([C:29]2[CH:28]=[CH:27][CH:26]=[C:25]([O:24][CH3:23])[CH:30]=2)[CH:18]=[CH:19][CH:20]=1)=[O:22] |f:2.3.4,^1:50,52,71,90|. Procedure: N-(2-(5-chloro-1H-indol-3-yl)ethyl)-3′-methoxybiphenyl-3-carboxamide was prepared according to method B with N-(2-(5-chloro-1H-indol-3-yl)ethyl)-3-iodobenzamide (0.075 g; 0.176 mmol), 3-methoxyphenylboronic acid (0.028 g; 0.180 mmol), tetrakis(triphenylphosphine)palladium (0.010 g; 0.009 mmol), sodium carbonate (0.037 g; 0.353 mmol), in dimethoxyethane (3 mL) and water (1 mL), irradiated in a microwave oven at 130° C. for 15 minutes. Flash chromatography on silica gel (eluent 1 to 20% ethyl acet... Starting materials: C1(CC1)N1C=C(C(C2=CC(=C(C(=C12)F)F)F)=O)C(=O)O (1-cyclopropyl-6,7,8-trifluoro-1,4-dihydro-4- oxoquinoline-3-carboxylic acid), BrC1=C2CNCC2=CC=C1 (4-bromoisoindoline), C1CCC2=NCCCN2CC1 (DBU). Solvent: CN(C)C=O (DMF). Product: BrC1=C2CN(CC2=CC=C1)C1=C(C=C2C(C(=CN(C2=C1F)C1CC1)C(=O)O)=O)F (7-(4-bromo-2-isoindolinyl)-1-cyclopropyl-6,8-difluoro-1,4- dihydro-4-oxoquinoline-3-carboxylic acid). The yield is 18.6%. Reaction SMILES: [CH:1]1([N:4]2[C:13]3[C:8](=[CH:9][C:10]([F:16])=[C:11](F)[C:12]=3[F:14])[C:7](=[O:17])[C:6]([C:18]([OH:20])=[O:19])=[CH:5]2)[CH2:3][CH2:2]1.[Br:21][C:22]1[CH:30]=[CH:29][CH:28]=[C:27]2[C:23]=1[CH2:24][NH:25][CH2:26]2.C1CCN2C(=NCCC2)CC1>CN(C=O)C>[Br:21][C:22]1[CH:30]=[CH:29][CH:28]=[C:27]2[C:23]=1[CH2:24][N:25]([C:11]1[C:12]([F:14])=[C:13]3[C:8]([C:7](=[O:17])[C:6]([C:18]([OH:20])=[O:19])=[CH:5][N:4]3[CH:1]3[CH2:2][CH2:3]3)=[CH:9][C:10]=1[F:16])[CH2:26]2. Procedure details: 142 mg of 1-cyclopropyl-6,7,8-trifluoro-1,4-dihydro-4- oxoquinoline-3-carboxylic acid, 149 mg of 4-bromoisoindoline, 114 mg of DBU, and 1.5 ml of anhydrous DMF were processed in the same manner as in Example 20 to produce 43 mg of the target compound. The reactants are CCOC(C)=O, C=C(C)OC(=O)Cl, Nc1cccc(F)c1, [Na+], O=C([O-])O, O. Product: C=C(C)OC(=O)Nc1cccc(F)c1. Reaction SMILES: [CH3:21][CH2:22][O:23][C:24]([CH3:25])=[O:26].[Cl:9][C:10](=[O:11])[O:12][C:13](=[CH2:14])[CH3:15].[NH2:1][c:2]1[cH:3][cH:4][cH:5][c:6]([F:7])[cH:8]1.[Na+:20].[O-:16][C:17]([OH:18])=[O:19].[OH2:27]>>[NH:1]([c:2]1[cH:3][cH:4][cH:5][c:6]([F:7])[cH:8]1)[C:10](=[O:11])[O:12][C:13](=[CH2:14])[CH3:15]. The reactants are CS(=O)(=O)O, ClCCl, O=C1CCc2cc(F)ccc21, [N-]=[N+]=[N-], [Na+]. Product: O=C1NCCc2cc(F)ccc21. As a reaction SMILES: [CH3:16][S:17](=[O:18])(=[O:19])[OH:20].[Cl:21][CH2:22][Cl:23].[F:5][c:6]1[cH:7][c:8]2[c:12]([cH:13][cH:14]1)[C:11](=[O:15])[CH2:10][CH2:9]2.[N-:2]=[N+:3]=[N-:4].[Na+:1]>>[NH:2]1[CH2:10][CH2:9][c:8]2[cH:7][c:6]([F:5])[cH:14][cH:13][c:12]2[C:11]1=[O:15]. Reactants: CC(C)(C)[Si](OCC(O)c1ccccc1Br)(c1ccccc1)c1ccccc1, [Li]CCCC, CCOC(=O)N1CCC(=O)CC1, C1CCOC1. The product is CCOC(=O)N1CCC(O)(c2ccccc2C(O)CO[Si](c2ccccc2)(c2ccccc2)C(C)(C)C)CC1. RXN SMILES: [Br:1][c:2]1[c:3]([CH:8]([CH2:9][O:10][Si:11]([c:12]2[cH:13][cH:14][cH:15][cH:16][cH:17]2)([c:18]2[cH:19][cH:20][cH:21][cH:22][cH:23]2)[C:24]([CH3:25])([CH3:26])[CH3:27])[OH:28])[cH:4][cH:5][cH:6][cH:7]1.[Li:29][CH2:30][CH2:31][CH2:32][CH3:33].[O:34]=[C:35]1[CH2:36][CH2:37][N:38]([C:41](=[O:42])[O:43][CH2:44][CH3:45])[CH2:39][CH2:40]1.[O:46]1[CH2:47][CH2:48][CH2:49][CH2:50]1>>[c:2]1([C:35]2([OH:34])[CH2:36][CH2:37][N:38]([C:41](=[O:42])[O:43][CH2:44][CH3:45])[CH2:39][CH2:40]2)[c:3]([CH:8]([CH2:9][O:10][Si:11]([c:12]2[cH:13][cH:14][cH:15][cH:16][cH:17]2)([c:18]2[cH:19][cH:20][cH:21][cH:22][cH:23]2)[C:24]([CH3:25])([CH3:26])[CH3:27])[OH:28])[cH:4][cH:5][cH:6][cH:7]1.